From a dataset of the Open Reaction Database (ORD), a public repository of structured organic reaction records. describe an organic reaction: reactants, conditions, products, and yield The reactants are C, CCOC(=O)c1cc2c(Cl)cc(OCc3ccccc3)cc2n1C, C1CCOC1, [Pd]. The product is CCOC(=O)c1cc2c(Cl)cc(O)cc2n1C. RXN SMILES: [C:30].[CH2:1]([c:2]1[cH:3][cH:4][cH:5][cH:6][cH:7]1)[O:8][c:9]1[cH:10][c:11]([Cl:24])[c:12]2[cH:13][c:14]([C:19](=[O:20])[O:21][CH2:22][CH3:23])[n:15]([CH3:18])[c:16]2[cH:17]1.[O:25]1[CH2:26][CH2:27][CH2:28][CH2:29]1.[Pd:31]>>[OH:8][c:9]1[cH:10][c:11]([Cl:24])[c:12]2[cH:13][c:14]([C:19](=[O:20])[O:21][CH2:22][CH3:23])[n:15]([CH3:18])[c:16]2[cH:17]1. Starting materials: OC=1C(=CC2=CC(=CC=C2C1)O)C(=O)OC (methyl 3,7-dihydroxy-2-naphthoate), C(C1=CC=CC=C1)Cl (benzylchloride), [I-].[K+] (potassium iodide), C([O-])([O-])=O.[K+].[K+] (potassium carbonate). Run in CC(=O)C (acetone). Product: COC(=O)C1=CC2=CC(=CC=C2C=C1O)OCC1=CC=CC=C1 (methyl-7-benzyloxy-3-hydroxy-2-naphthoate). Isolated yield 38.9%. RXN SMILES: [OH:1][C:2]1[C:3]([C:13]([O:15][CH3:16])=[O:14])=[CH:4][C:5]2[C:10]([CH:11]=1)=[CH:9][CH:8]=[C:7]([OH:12])[CH:6]=2.[CH2:17](Cl)[C:18]1[CH:23]=[CH:22][CH:21]=[CH:20][CH:19]=1.[I-].[K+].C(=O)([O-])[O-].[K+].[K+]>CC(C)=O>[CH3:16][O:15][C:13]([C:3]1[C:2]([OH:1])=[CH:11][C:10]2[C:5](=[CH:6][C:7]([O:12][CH2:17][C:18]3[CH:23]=[CH:22][CH:21]=[CH:20][CH:19]=3)=[CH:8][CH:9]=2)[CH:4]=1)=[O:14] |f:2.3,4.5.6|. Reported procedure: A suspension of methyl 3,7-dihydroxy-2-naphthoate (2.2 g; 10 mmole), benzylchloride (Merck) (1.26 mL; 11.0 mmole), potassium iodide (1.8 g; 11.0 mmole) and potassium carbonate (2.0 g; 15 mmole) in acetone (30 mL) was refluxed for 7 hours and then cooled to room temperature. The inorganic precipitate was filtered off and washed with acetone, whereas the filtrate was evaporated to dryness The solid residue was dissolved in ethyl acetate and the resulting solution was washed with 1M hydrochloric ac... Reactants: CN(CCC1=CC=C(OCCCN2C(C3=CC=CC=C3C2=O)=O)C=C1)C (2-[3-[4-[2-(Dimethylamino)ethyl]phenoxy]propyl]-1H-isoindole-1,3-(2H)-dione), O.NN (hydrazine hydrate). Run in C(C)O (ethanol). The product is NCCCOC1=CC=C(C=C1)CCN(C)C (4-[3-Aminopropoxy]-N,N-dimethylbenzeneethanamine). As a reaction SMILES: [CH3:1][N:2]([CH3:26])[CH2:3][CH2:4][C:5]1[CH:25]=[CH:24][C:8]([O:9][CH2:10][CH2:11][CH2:12][N:13]2C(=O)C3C(=CC=CC=3)C2=O)=[CH:7][CH:6]=1.O.NN>C(O)C>[NH2:13][CH2:12][CH2:11][CH2:10][O:9][C:8]1[CH:7]=[CH:6][C:5]([CH2:4][CH2:3][N:2]([CH3:26])[CH3:1])=[CH:25][CH:24]=1 |f:1.2|. Reported procedure: 2-[3-[4-[2-(Dimethylamino)ethyl]phenoxy]propyl]-1H-isoindole-1,3-(2H)-dione (2.1 g) and hydrazine hydrate (1.2 ml) were heated at reflux in ethanol for 4 h. The solvent was evaporated and the residue was distilled to give the title compound as a clear yellow oil b.p. 170° (0.1 mm). TLC silica; ethyl acetate:water:isopropanol:0.88 ammonia 25:8:15:2; Rf 0.35.